Dataset: the Open Reaction Database (ORD), a public repository of structured organic reaction records. Task: describe an organic reaction: reactants, conditions, products, and yield Reactants: C=O (Formaldehyde), C(C)OC1=CC=C(C=C1)N1C(=NC2=CC=CC=C2C1=O)[C@@H]1N(CCNC1)C(CC1=CC(=C(C=C1)F)C(F)(F)F)=O ((R)-3-(4-Ethoxy-phenyl)-2-{1-[(4-fluoro-3-trifluoromethyl-phenyl)-acetyl]-piperazin-2-yl}-3H-quinazolin-4-one), Na(OAC)3BH. Solvent: ClCCl (dichloromethane), ClC(C)Cl (dichloroethane). Conditions: time 8 hour. Product: C(C)OC1=CC=C(C=C1)N1C(=NC2=CC=CC=C2C1=O)[C@@H]1N(CCN(C1)C)C(CC1=CC(=C(C=C1)F)C(F)(F)F)=O ((R)-3-(4-Ethoxy-phenyl)-2-{1-[(4-fluoro-3-trifluoromethyl-phenyl)-acetyl]-4-methyl-piperazin-2-yl}-3H-quinazolin-4-one). The yield is 78.2%. As a reaction SMILES: [CH2:1]=O.[CH2:3]([O:5][C:6]1[CH:11]=[CH:10][C:9]([N:12]2[C:21](=[O:22])[C:20]3[C:15](=[CH:16][CH:17]=[CH:18][CH:19]=3)[N:14]=[C:13]2[C@H:23]2[CH2:28][NH:27][CH2:26][CH2:25][N:24]2[C:29](=[O:42])[CH2:30][C:31]2[CH:36]=[CH:35][C:34]([F:37])=[C:33]([C:38]([F:41])([F:40])[F:39])[CH:32]=2)=[CH:8][CH:7]=1)[CH3:4]>ClC(Cl)C.ClCCl>[CH2:3]([O:5][C:6]1[CH:11]=[CH:10][C:9]([N:12]2[C:21](=[O:22])[C:20]3[C:15](=[CH:16][CH:17]=[CH:18][CH:19]=3)[N:14]=[C:13]2[C@H:23]2[CH2:28][N:27]([CH3:1])[CH2:26][CH2:25][N:24]2[C:29](=[O:42])[CH2:30][C:31]2[CH:36]=[CH:35][C:34]([F:37])=[C:33]([C:38]([F:41])([F:39])[F:40])[CH:32]=2)=[CH:8][CH:7]=1)[CH3:4]. Procedure details: Formaldehyde (37% in water) (0.015 g, 0.18 mmol) was added to a solution of 20 (0.05 g, 0.09 mmol) in dichloroethane (5 mL), followed by Na(OAC)3BH (0.057 g, 0.27 mmol) at room temperature. The mixture was stirred overnight. The solution was diluted with dichloromethane, washed by saturated sodium bicarbonate, water, brine and dried over anhydrous sodium sulfate. The solvent was evaporated and the residue was purified by flash column to afford a white solid (40 mg). 1H NMR (CDCl3) 1.42 (t, 3H, J... Reactants: CSC=1SC2=C(N1)C=CC=C2 (2-(methylthio)-1,3-benzothiazole), BrBr (bromine), C(C)(=O)O (acetic acid). The solvent is C(Cl)(Cl)Cl (CHCl3). Conditions: time 8 hour. Product: BrC1=CC2=C(N=C(S2)SC)C=C1 (6-bromo-2-(methylthio)-1,3-benzothiazole). Isolated yield 69.7%. Reaction SMILES: [CH3:1][S:2][C:3]1[S:4][C:5]2[CH:11]=[CH:10][CH:9]=[CH:8][C:6]=2[N:7]=1.[Br:12]Br.C(O)(=O)C>C(Cl)(Cl)Cl>[Br:12][C:10]1[CH:9]=[CH:8][C:6]2[N:7]=[C:3]([S:2][CH3:1])[S:4][C:5]=2[CH:11]=1. Reported procedure: To the solution of 2-(methylthio)-1,3-benzothiazole (5.00 g, 27.58 mmol) in CHCl3 (85 mL) in a NaCl-ice water bath, bromine (4.24 mL, 82.8 mmol) was slowly added dropwise, followed by acetic acid (30 mL). The mixture was stirred at rt overnight. The white solid was filtered and then dissolved in EtOAc (200 mL). Saturated, aqueous Na2CO3 (200 mL) was added and the organic layer was separated, dried over MgSO4 and concentrated to dryness. Desired product (5.0 g, 70%) was obtained. 1H NMR (400 MHz,... Reactants: C(C)OC(C(CC1=C2C=CNC2=CC=C1)OCC)=O (rac-2-ethoxy-3-(1H-indol-4-yl)-propionic acid ethyl ester), ClCC=1N=C(OC1C)C1=CC(=CC=C1)Cl (4-chloromethyl-2-(3-chloro-phenyl)-5-methyl-oxazole), [H-].[Na+] (sodium hydride). Run in CN(C=O)C (N,N-dimethylformamide). The product is C(C)OC(C(CC1=C2C=CN(C2=CC=C1)CC=1N=C(OC1C)C1=CC(=CC=C1)Cl)OCC)=O (rac-3-{1-[2-(3-chloro-phenyl)-5-methyl-oxazol-4-ylmethyl]-1H-indol-4-yl}-2-ethoxy-propionic acid ethyl ester). RXN SMILES: [CH2:1]([O:3][C:4](=[O:19])[CH:5]([O:16][CH2:17][CH3:18])[CH2:6][C:7]1[CH:15]=[CH:14][CH:13]=[C:12]2[C:8]=1[CH:9]=[CH:10][NH:11]2)[CH3:2].Cl[CH2:21][C:22]1[N:23]=[C:24]([C:28]2[CH:33]=[CH:32][CH:31]=[C:30]([Cl:34])[CH:29]=2)[O:25][C:26]=1[CH3:27].[H-].[Na+]>CN(C)C=O>[CH2:1]([O:3][C:4](=[O:19])[CH:5]([O:16][CH2:17][CH3:18])[CH2:6][C:7]1[CH:15]=[CH:14][CH:13]=[C:12]2[C:8]=1[CH:9]=[CH:10][N:11]2[CH2:21][C:22]1[N:23]=[C:24]([C:28]2[CH:33]=[CH:32][CH:31]=[C:30]([Cl:34])[CH:29]=2)[O:25][C:26]=1[CH3:27])[CH3:2] |f:2.3|. Reported procedure: In analogy to the procedures described in examples 1 a] and 1 b], rac-2-ethoxy-3-(1H-indol-4-yl)-propionic acid ethyl ester was reacted with 4-chloromethyl-2-(3-chloro-phenyl)-5-methyl-oxazole in N,N-dimethylformamide in the presence of sodium hydride to yield rac-3-{1-[2-(3-chloro-phenyl)-5-methyl-oxazol-4-ylmethyl]-1H-indol-4-yl}-2-ethoxy-propionic acid ethyl ester, which was subsequently saponified to yield rac-3-{1-[2-(3-chloro-phenyl)-5-methyl-oxazol-4-ylmethyl]-1H-indol-4-yl}-2-ethoxy-prop... Starting materials: CNCc1cccc2c1OC(C)(C)C2, Cl, O=C(O)C=Cc1cnc2c(c1)CCC(=O)N2. Yields the product CN(Cc1cccc2c1OC(C)(C)C2)C(=O)C=Cc1cnc2c(c1)CCC(=O)N2. RXN SMILES: [CH3:1][C:2]1([CH3:14])[O:3][c:4]2[c:5]([cH:7][cH:8][cH:9][c:10]2[CH2:11][NH:12][CH3:13])[CH2:6]1.[ClH:15].[O:16]=[C:17]1[CH2:18][CH2:19][c:20]2[cH:21][c:22]([CH:27]=[CH:28][C:29](=[O:30])[OH:31])[cH:23][n:24][c:25]2[NH:26]1>>[CH3:1][C:2]1([CH3:14])[O:3][c:4]2[c:5]([cH:7][cH:8][cH:9][c:10]2[CH2:11][N:12]([CH3:13])[C:29]([CH:28]=[CH:27][c:22]2[cH:21][c:20]3[c:25]([n:24][cH:23]2)[NH:26][C:17](=[O:16])[CH2:18][CH2:19]3)=[O:31])[CH2:6]1. The reactants are CO, NCc1ccc(F)cc1, COC(=O)c1ncc2cccnc2c1O. Yields the product O=C(NCc1ccc(F)cc1)c1ncc2cccnc2c1O. As a reaction SMILES: [CH3:25][OH:26].[F:16][c:17]1[cH:18][cH:19][c:20]([CH2:21][NH2:22])[cH:23][cH:24]1.[OH:1][c:2]1[c:3]([C:12]([O:14][CH3:13])=[O:15])[n:4][cH:5][c:6]2[cH:7][cH:8][cH:9][n:10][c:11]12>>[OH:1][c:2]1[c:3]([C:12](=[O:14])[NH:22][CH2:21][c:20]2[cH:19][cH:18][c:17]([F:16])[cH:24][cH:23]2)[n:4][cH:5][c:6]2[cH:7][cH:8][cH:9][n:10][c:11]12. The reactants are O=C([O-])[O-], Cc1ccc(O)c(C)c1, Cc1cc([N+](=O)[O-])c(C)c(Cl)c1Cl, CN(C)C=O, CCCCCC, [K+], [K+]. The product is Cc1ccc(Oc2c(C)cc([N+](=O)[O-])c(C)c2Cl)c(C)c1. As a reaction SMILES: [C:23](=[O:24])([O-:25])[O-:26].[CH3:14][c:15]1[c:16]([OH:22])[cH:17][cH:18][c:19]([CH3:21])[cH:20]1.[CH3:1][c:2]1[cH:3][c:4]([N+:11](=[O:12])[O-:13])[c:5]([CH3:10])[c:6]([Cl:9])[c:7]1[Cl:8].[CH3:29][N:30]([CH3:31])[CH:32]=[O:33].[CH3:34][CH2:35][CH2:36][CH2:37][CH2:38][CH3:39].[K+:27].[K+:28]>>[CH3:1][c:2]1[cH:3][c:4]([N+:11](=[O:12])[O-:13])[c:5]([CH3:10])[c:6]([Cl:9])[c:7]1[O:22][c:16]1[c:15]([CH3:14])[cH:20][c:19]([CH3:21])[cH:18][cH:17]1.